The task is: describe an organic reaction: reactants, conditions, products, and yield. This data is from the Open Reaction Database (ORD), a public repository of structured organic reaction records. Reactants: Cl.COC=1C=C(C=CC1)C=1CNCCC1 (3-(3-methoxyphenyl)-1,2,5,6-tetrahydropyridine hydrochloride), CN(C=O)C (dimethylformamide), C([O-])([O-])=O.[Na+].[Na+] (sodium carbonate), ClCC1CC1 (chloromethyl cyclopropane). The solvent is O (water). Run at temperature 75 celsius. Yields the product C1(CC1)CN1CC(=CCC1)C1=CC(=CC=C1)OC (1-cyclopropylmethyl-3-(3-methoxyphenyl)-1,2,5,6-tetrahydropyridine). Reaction SMILES: Cl.[CH3:2][O:3][C:4]1[CH:5]=[C:6]([C:10]2[CH2:11][NH:12][CH2:13][CH2:14][CH:15]=2)[CH:7]=[CH:8][CH:9]=1.CN(C)C=O.C(=O)([O-])[O-].[Na+].[Na+].Cl[CH2:28][CH:29]1[CH2:31][CH2:30]1>O>[CH:29]1([CH2:28][N:12]2[CH2:13][CH2:14][CH:15]=[C:10]([C:6]3[CH:7]=[CH:8][CH:9]=[C:4]([O:3][CH3:2])[CH:5]=3)[CH2:11]2)[CH2:31][CH2:30]1 |f:0.1,3.4.5|. Reported procedure: A mixture of 10 g of 3-(3-methoxyphenyl)-1,2,5,6-tetrahydropyridine hydrochloride, 100 ml of dimethylformamide, 14 g of sodium carbonate and 4.4 ml of chloromethyl cyclopropane was heated at 75° C. for 24 hours and was then cooled and diluted with water. The mixture was extracted with ethyl acetate and the organic phase was washed with water, dried and evaporated to dryness under reduced pressure. The residue was chromatographed over silica gel and was eluted with an 8-1-1 cyclohexane-chloroform... The reactants are CSC1=CC=C(N)C=C1 (4-(methylmercapto)aniline), C(C=C)#N (acrylonitrile). Solvent: C(C)O (ethanol). Yields the product CC=1C=C(SC1)C(C#N)C ((4-methylthiophenyl)propionitrile). As a reaction SMILES: [CH3:1][S:2][C:3]1[CH:9]=[CH:8][C:6](N)=[CH:5][CH:4]=1.[C:10](#[N:13])C=C>C(O)C>[CH3:6][C:8]1[CH:9]=[C:3]([CH:4]([CH3:5])[C:10]#[N:13])[S:2][CH:1]=1. Reported procedure: Dissolve 4-(methylmercapto)aniline (25.7 g, 0.185 mol) and acrylonitrile (11.7 g, 0.22 mol) in ethanol (700 mL) and heat at reflux for 18 hours. Evaporate the solvent in vacuo and purify by distillation to give the title compound.